The task is: describe an organic reaction: reactants, conditions, products, and yield. This data is from the Open Reaction Database (ORD), a public repository of structured organic reaction records. The product is S=C(NCCCN1CCN(Cc2ccc(Cl)cc2)CC1)NC1CCCCC1. Starting materials: ClCCl, S=C=NC1CCCCC1, NCCCN1CCN(Cc2ccc(Cl)cc2)CC1. Reaction SMILES: [CH2:28]([Cl:29])[Cl:30].[CH:19]1([N:25]=[C:26]=[S:27])[CH2:20][CH2:21][CH2:22][CH2:23][CH2:24]1.[NH2:1][CH2:2][CH2:3][CH2:4][N:5]1[CH2:6][CH2:7][N:8]([CH2:11][c:12]2[cH:13][cH:14][c:15]([Cl:18])[cH:16][cH:17]2)[CH2:9][CH2:10]1>>[NH:1]([CH2:2][CH2:3][CH2:4][N:5]1[CH2:6][CH2:7][N:8]([CH2:11][c:12]2[cH:13][cH:14][c:15]([Cl:18])[cH:16][cH:17]2)[CH2:9][CH2:10]1)[C:26]([NH:25][CH:19]1[CH2:20][CH2:21][CH2:22][CH2:23][CH2:24]1)=[S:27]. Starting materials: Br (hydrogen bromide), CN1C(=O)NC(=O)C1(C)C (1,5,5-trimethylhydantoin), C=O (paraformaldehyde), Br (hydrogen bromide), ice. The solvent is C(Cl)Cl (methylene chloride), C(C)(=O)O (acetic acid), C(C)(=O)O (acetic acid). As a reaction SMILES: [CH3:1][N:2]1[C:8]([CH3:10])([CH3:9])[C:6](=O)[NH:5][C:3]1=[O:4].[CH2:11]=[O:12].[BrH:13]>C(O)(=O)C.C(Cl)Cl>[Br:13][CH2:6][N:5]1[C:11](=[O:12])[C:8]([CH3:10])([CH3:9])[N:2]([CH3:1])[C:3]1=[O:4]. Yields the product BrCN1C(N(C(C1=O)(C)C)C)=O (3-bromomethyl-1,5,5-trimethylhydantoin). Procedure details: A suspension of 21.3 g of 1,5,5-trimethylhydantoin, 5.86 g of paraformaldehyde and 34 ml of hydrogen bromide in acetic acid (33%) was heated to 80° for 2 hrs., again treated with 7.9 ml of hydrogen bromide in acetic acid and heated for a further 2.5 hrs. The solution was cooled to 0°, diluted with 100 ml of methylene chloride and subsequently treated at 0° with 100 ml of ice-cold water. The methylene chloride phase was washed with water, dried and concentrated. The residue was crystallized from ... Isolated yield 88.0%.